This data is from the Open Reaction Database (ORD), a public repository of structured organic reaction records. The task is: describe an organic reaction: reactants, conditions, products, and yield Reactants: C1CCNCC1, CN(C)C=O, O=C(NCC(NC(=O)c1ccc(C(=O)NCc2cccc3[nH]ccc23)cc1Cl)C(=O)O)OCC1c2ccccc2-c2ccccc21. Product: NCC(NC(=O)c1ccc(C(=O)NCc2cccc3[nH]ccc23)cc1Cl)C(=O)O. Reaction SMILES: [CH2:1]1[CH2:2][CH2:3][NH:4][CH2:5][CH2:6]1.[CH3:53][N:54]([CH3:55])[CH:56]=[O:57].[cH:7]1[c:8]2[c:20]([cH:21][cH:22][cH:23]1)-[c:15]1[c:14]([cH:19][cH:18][cH:17][cH:16]1)[CH:9]2[CH2:10][O:11][C:12](=[O:13])[NH:24][CH2:25][CH:26]([NH:27][C:28]([c:29]1[c:30]([Cl:48])[cH:31][c:32]([C:35](=[O:36])[NH:37][CH2:38][c:39]2[c:40]3[cH:41][cH:42][nH:43][c:44]3[cH:45][cH:46][cH:47]2)[cH:33][cH:34]1)=[O:49])[C:50](=[O:51])[OH:52]>>[NH2:24][CH2:25][CH:26]([NH:27][C:28]([c:29]1[c:30]([Cl:48])[cH:31][c:32]([C:35](=[O:36])[NH:37][CH2:38][c:39]2[c:40]3[cH:41][cH:42][nH:43][c:44]3[cH:45][cH:46][cH:47]2)[cH:33][cH:34]1)=[O:49])[C:50](=[O:51])[OH:52]. The reactants are O=C1OC(=O)C2=C1CCCC2, CC(=O)O, Nc1cc(OC2CCCC2)ccc1F, O. Product: O=C1C2=C(CCCC2)C(=O)N1c1cc(OC2CCCC2)ccc1F. RXN SMILES: [C:15]1(=[O:25])[C:16]2=[C:17]([C:18](=[O:19])[O:20]1)[CH2:21][CH2:22][CH2:23][CH2:24]2.[CH3:27][C:28](=[O:29])[OH:30].[F:1][c:2]1[c:3]([NH2:4])[cH:5][c:6]([O:9][CH:10]2[CH2:11][CH2:12][CH2:13][CH2:14]2)[cH:7][cH:8]1.[OH2:26]>>[F:1][c:2]1[c:3]([N:4]2[C:15](=[O:20])[C:16]3=[C:17]([C:18]2=[O:19])[CH2:21][CH2:22][CH2:23][CH2:24]3)[cH:5][c:6]([O:9][CH:10]2[CH2:11][CH2:12][CH2:13][CH2:14]2)[cH:7][cH:8]1. As a reaction SMILES: [CH2:1]([N:3]1[CH:7]([CH2:8][CH2:9][O:10][C:11]2[CH:17]=[CH:16][C:14]([NH2:15])=[CH:13][CH:12]=2)[CH:6]=[N:5][NH:4]1)[CH3:2].[C:18]1([C:24]2[O:28][N:27]=[CH:26][C:25]=2[CH2:29][CH2:30][CH2:31][C:32](O)=[O:33])[CH:23]=[CH:22][CH:21]=[CH:20][CH:19]=1.O.ON1C2C=CC=CC=2N=N1.Cl.C(N=C=NCCCN(C)C)C>O.CN(C)C=O>[CH2:1]([N:3]1[CH:7]([CH2:8][CH2:9][O:10][C:11]2[CH:12]=[CH:13][C:14]([NH:15][C:32](=[O:33])[CH2:31][CH2:30][CH2:29][C:25]3[CH:26]=[N:27][O:28][C:24]=3[C:18]3[CH:19]=[CH:20][CH:21]=[CH:22][CH:23]=3)=[CH:16][CH:17]=2)[CH:6]=[N:5][NH:4]1)[CH3:2] |f:2.3,4.5|. Run in CN(C=O)C (N,N-dimethylformamide), O (water). The product is C(C)N1NN=CC1CCOC1=CC=C(C=C1)NC(CCCC=1C=NOC1C1=CC=CC=C1)=O (N-[4-[2-(3-ethyl-4H-triazol-4-yl)ethoxy]phenyl]-4-(5-phenyl-4-isoxazolyl)butaneamide). The reactants are C(C)N1NN=CC1CCOC1=CC=C(N)C=C1 (4-[2-(3-ethyl-4H-triazol-4-yl)ethoxy]aniline), C1(=CC=CC=C1)C1=C(C=NO1)CCCC(=O)O (4-(5-phenyl-4-isoxazolyl)butanoic acid), O.ON1N=NC2=C1C=CC=C2 (1-hydroxy-1H-1,2,3-benzotriazole hydrate), Cl.C(C)N=C=NCCCN(C)C (1-ethyl-3-(3-dimethylaminopropyl)carbodiimide hydrochloride). Run at time 8 hour. Reported procedure: A mixture of 4-[2-(3-ethyl-4H-triazol-4-yl)ethoxy]aniline (0.51 g), 4-(5-phenyl-4-isoxazolyl)butanoic acid (0.51 g), 1-hydroxy-1H-1,2,3-benzotriazole hydrate (0.40 g), 1-ethyl-3-(3-dimethylaminopropyl)carbodiimide hydrochloride (0.50 g) and N,N-dimethylformamide (20 ml) was stirred at room temperature overnight. The reaction mixture was poured into water and the mixture was extracted with ethyl acetate. The ethyl acetate layer was washed with dilute hydrochloric acid, saturated aqueous sodium hy... Isolated yield 85.2%. Reactants: CCN=C=NCCCN(C)C, CN(C)c1ccncc1, ClCCl, Cl, O=C(O)CN1CCCC(c2ccccc2)(c2ccccc2)C1=O, OC(c1ccccc1)(c1ccccc1)C1CCNCC1. Yields the product O=C(CN1CCCC(c2ccccc2)(c2ccccc2)C1=O)N1CCC(C(O)(c2ccccc2)c2ccccc2)CC1. Reaction SMILES: [CH2:45]([N:46]=[C:47]=[N:48][CH2:49][CH2:50][CH2:51][N:52]([CH3:53])[CH3:54])[CH3:55].[CH3:59][N:60]([CH3:61])[c:62]1[cH:63][cH:64][n:65][cH:66][cH:67]1.[Cl:56][CH2:57][Cl:58].[ClH:44].[O:21]=[C:22]1[N:23]([CH2:40][C:41](=[O:42])[OH:43])[CH2:24][CH2:25][CH2:26][C:27]1([c:28]1[cH:29][cH:30][cH:31][cH:32][cH:33]1)[c:34]1[cH:35][cH:36][cH:37][cH:38][cH:39]1.[c:1]1([C:7]([OH:8])([CH:9]2[CH2:10][CH2:11][NH:12][CH2:13][CH2:14]2)[c:15]2[cH:16][cH:17][cH:18][cH:19][cH:20]2)[cH:2][cH:3][cH:4][cH:5][cH:6]1>>[c:1]1([C:7]([OH:8])([CH:9]2[CH2:10][CH2:11][N:12]([C:41]([CH2:40][N:23]3[C:22](=[O:21])[C:27]([c:28]4[cH:29][cH:30][cH:31][cH:32][cH:33]4)([c:34]4[cH:35][cH:36][cH:37][cH:38][cH:39]4)[CH2:26][CH2:25][CH2:24]3)=[O:42])[CH2:13][CH2:14]2)[c:15]2[cH:16][cH:17][cH:18][cH:19][cH:20]2)[cH:2][cH:3][cH:4][cH:5][cH:6]1. The reactants are COC(=O)c1c[nH]c2cc(Oc3cc(N=[N+]=[N-])ncn3)ccc12, CCO, O=C[O-], [NH4+]. Product: COC(=O)c1c[nH]c2cc(Oc3cc(N)ncn3)ccc12. Reaction SMILES: [CH3:1][O:2][C:3](=[O:4])[c:5]1[cH:6][nH:7][c:8]2[cH:9][c:10]([O:14][c:15]3[n:16][cH:17][n:18][c:19]([N:21]=[N+:22]=[N-:23])[cH:20]3)[cH:11][cH:12][c:13]12.[CH3:28][CH2:29][OH:30].[CH:24]([O-:25])=[O:26].[NH4+:27]>>[CH3:1][O:2][C:3](=[O:4])[c:5]1[cH:6][nH:7][c:8]2[cH:9][c:10]([O:14][c:15]3[n:16][cH:17][n:18][c:19]([NH2:21])[cH:20]3)[cH:11][cH:12][c:13]12.